Dataset: the Open Reaction Database (ORD), a public repository of structured organic reaction records. Task: describe an organic reaction: reactants, conditions, products, and yield The reactants are ClC1=NC(=NC=C1C(F)(F)F)NC1=C(C=C(CP(OCC)(OCC)=O)C=C1)OC (diethyl (4-{[4-chloro-5-(trifluoromethyl)pyrimidin-2-yl]amino}-3-methoxybenzyl)phosphonate), NC1=C(C(=O)NOC)C=CC=C1 (2-amino-N-methoxybenzamide), NC1=C(C(=O)NOC)C=CC=C1 (2-amino-N-methoxybenzamide). The product is COC=1C=C(CP(OCC)(OCC)=O)C=CC1NC1=NC=C(C(=N1)NC1=C(C=CC=C1)C(NOC)=O)C(F)(F)F (Diethyl (3-methoxy-4-{[4-{[2-(methoxycarbamoyl)phenyl]amino}-5-(trifluoromethyl)pyrimidin-2-yl]amino}benzyl)phosphonate). Isolated yield 73.4%. Reaction SMILES: Cl[C:2]1[C:7]([C:8]([F:11])([F:10])[F:9])=[CH:6][N:5]=[C:4]([NH:12][C:13]2[CH:27]=[CH:26][C:16]([CH2:17][P:18](=[O:25])([O:22][CH2:23][CH3:24])[O:19][CH2:20][CH3:21])=[CH:15][C:14]=2[O:28][CH3:29])[N:3]=1.[NH2:30][C:31]1[CH:41]=[CH:40][CH:39]=[CH:38][C:32]=1[C:33]([NH:35][O:36][CH3:37])=[O:34]>>[CH3:29][O:28][C:14]1[CH:15]=[C:16]([CH:26]=[CH:27][C:13]=1[NH:12][C:4]1[N:3]=[C:2]([NH:30][C:31]2[CH:41]=[CH:40][CH:39]=[CH:38][C:32]=2[C:33](=[O:34])[NH:35][O:36][CH3:37])[C:7]([C:8]([F:11])([F:10])[F:9])=[CH:6][N:5]=1)[CH2:17][P:18](=[O:25])([O:22][CH2:23][CH3:24])[O:19][CH2:20][CH3:21]. Procedure: The title compound was prepared according to the procedure for Example 102 using diethyl (4-{[4-chloro-5-(trifluoromethyl)pyrimidin-2-yl]amino}-3-methoxybenzyl)phosphonate (0.060 g, 0.13 mmol) and 2-amino-N-methoxybenzamide (Compound 259A, 0.0242 g, 0.145 mmol). The crude material was purified on an Isco Combiflash unit using 0-5% MeOH in DCM as eluent to afford 55.7 mg of the title compound (72%). 1H NMR (400 MHz, DMSO-d6) δ 11.95 (s, 1H), 10.70 (br. s., 1H), 8.79 (br. s., 1H), 8.38 (s, 1H), 7.... Reactants: BrC1=CC=C(C=C1)C1=CC=C(C=C1)O (4-Bromo-4′-hydroxybiphenyl), [OH-].[Na+] (NaOH), ICCCCC (1-iodopentane). Reagents/catalysts: [Br-].C(CCC)[N+](CCCC)(CCCC)CCCC (tetrabutylammonium bromide). Run in O (H2O). Run at temperature 90 celsius, time 3.75 hour. Product: BrC1=CC=C(C=C1)C1=CC=C(C=C1)OCCCCC (4-bromo-4′-pentyloxybiphenyl). Reaction SMILES: [Br:1][C:2]1[CH:7]=[CH:6][C:5]([C:8]2[CH:13]=[CH:12][C:11]([OH:14])=[CH:10][CH:9]=2)=[CH:4][CH:3]=1.[OH-].[Na+].I[CH2:18][CH2:19][CH2:20][CH2:21][CH3:22]>O.[Br-].C([N+](CCCC)(CCCC)CCCC)CCC>[Br:1][C:2]1[CH:3]=[CH:4][C:5]([C:8]2[CH:13]=[CH:12][C:11]([O:14][CH2:18][CH2:19][CH2:20][CH2:21][CH3:22])=[CH:10][CH:9]=2)=[CH:6][CH:7]=1 |f:1.2,5.6|. Procedure details: 4-Bromo-4′-hydroxybiphenyl (12.5 g, 50.2 mmol) was added to a solution of NaOH (2.28 g, 97% pure, 55.2 mmol) in deionized H2O (150 ml), followed by the addition of 1-iodopentane (11.9 g, 60.2 mmol) and tetrabutylammonium bromide (0.82 g, 2.51 mmol). The mixture was stirred at 90° C. for 3.75 h until the solids went into solution. Then, as the reaction proceeded, the desired product began to precipitate. The mixture was slowly cooled and then filtered to provide a solid which was washed with deio... Starting materials: O=C1C(O)=C([O-])[C@H](O1)[C@@H](O)CO.[Na+] (sodium ascorbate), N(=[N+]=[N-])CC(=O)OCC (Ethyl azidoacetate), OC=1C=C(C#N)C=CC1 (3-hydroxybenzonitrile), solution. Reagents/catalysts: S(=O)(=O)([O-])[O-].[Cu+2] (copper sulfate). Run in O (water), C(C)(C)(C)O (tert-butanol). Reaction conditions: time 12 hour. The product is C(C)OC(CN1N=NC(=C1)C1=CC(=CC=C1)O)=O (Ethyl[4-(3-Hydroxyphenyl)-1H-1,2,3-triazol-1-yl]acetate). RXN SMILES: [N:1]([CH2:4][C:5]([O:7][CH2:8][CH3:9])=[O:6])=[N+:2]=[N-:3].[OH:10][C:11]1[CH:12]=[C:13]([CH:16]=[CH:17][CH:18]=1)[C:14]#N.O=[C:20]1O[C@H]([C@H](CO)O)C([O-])=C1O.[Na+]>C(O)(C)(C)C.O.S([O-])([O-])(=O)=O.[Cu+2]>[CH2:8]([O:7][C:5](=[O:6])[CH2:4][N:1]1[CH:20]=[C:14]([C:13]2[CH:16]=[CH:17][CH:18]=[C:11]([OH:10])[CH:12]=2)[N:3]=[N:2]1)[CH3:9] |f:2.3,6.7|. Procedure details: Ethyl azidoacetate (14.9 g, 115 mmol) was dissolved in tert-butanol (200 mL), and 95% 3-hydroxybenzonitrile (13.7 g, 110 mmol) was added. A solution of sodium ascorbate (2.18 g, 11 mmol) in water (100 mL) was added, followed by a 0.3 M solution of copper sulfate under argon. The mixture was stirred at room temperature for 12 hours. The solution was evaporated to dryness in vacuo, the residue was dissolved in EtOAc (100 mL), dried (MgSO4), filtered, evaporated in vacuo to give the title compound ... Starting materials: C(=O)(O)C=1C=C(C=CC1)[C@H](C)NC[C@@H](CP([O-])(=O)CC1CCCCC1)O.[Li+] (lithium 3-{N-[1(S)-(3-carboxyphenyl)ethyl]amino}-2(S)-hydroxy-propyl(cyclohexylmethyl)phosphinate). Solvent: O (water). Yields the product C(=O)(O)C=1C=C(C=CC1)[C@H](C)NC[C@@H](CP(O)(=O)CC1CCCCC1)O (3-{N-[1(S)-(3-carboxyphenyl)ethyl]amino}-2(S)-hydroxy-propyl(cyclohexylmethyl)phosphinic acid). As a reaction SMILES: [C:1]([C:4]1[CH:5]=[C:6]([C@@H:10]([NH:12][CH2:13][C@H:14]([OH:26])[CH2:15][P:16]([CH2:19][CH:20]2[CH2:25][CH2:24][CH2:23][CH2:22][CH2:21]2)(=[O:18])[O-:17])[CH3:11])[CH:7]=[CH:8][CH:9]=1)([OH:3])=[O:2].[Li+]>O>[C:1]([C:4]1[CH:5]=[C:6]([C@@H:10]([NH:12][CH2:13][C@H:14]([OH:26])[CH2:15][P:16]([CH2:19][CH:20]2[CH2:25][CH2:24][CH2:23][CH2:22][CH2:21]2)(=[O:17])[OH:18])[CH3:11])[CH:7]=[CH:8][CH:9]=1)([OH:3])=[O:2] |f:0.1|. Procedure: A solution of 1.0 g of lithium 3-{N-[1(S)-(3-carboxyphenyl)ethyl]amino}-2(S)-hydroxy-propyl(cyclohexylmethyl)phosphinate in 2 ml of water is applied to a DOWEX® 50 W×8 ion exchange column (40-60 mesh) and eluted with water. The ninhydrin-positive fractions are combined and concentrated to dryness by evaporation under reduced pressure. Crystallisation of the foamy residue of concentration by evaporation from ethanol/tetrahydrofuran gives 3-{N-[1(S)-(3-carboxyphenyl)ethyl]amino}-2(S)-hydroxy-propy... The reactants are C1COCCO1, ClCCl, Cl, COC=Cc1ccc(-c2nc3ccc(C4(c5ccccc5)CC4)nc3s2)c(F)c1. Product: O=CCc1ccc(-c2nc3ccc(C4(c5ccccc5)CC4)nc3s2)c(F)c1. As a reaction SMILES: [CH2:31]1[O:32][CH2:33][CH2:34][O:35][CH2:36]1.[Cl:37][CH2:38][Cl:39].[ClH:30].[F:1][c:2]1[c:3](-[c:12]2[s:13][c:14]3[n:15][c:16]([C:21]4([c:24]5[cH:25][cH:26][cH:27][cH:28][cH:29]5)[CH2:22][CH2:23]4)[cH:17][cH:18][c:19]3[n:20]2)[cH:4][cH:5][c:6]([CH:8]=[CH:9][O:10][CH3:11])[cH:7]1>>[F:1][c:2]1[c:3](-[c:12]2[s:13][c:14]3[n:15][c:16]([C:21]4([c:24]5[cH:25][cH:26][cH:27][cH:28][cH:29]5)[CH2:22][CH2:23]4)[cH:17][cH:18][c:19]3[n:20]2)[cH:4][cH:5][c:6]([CH2:8][CH:9]=[O:10])[cH:7]1.